Dataset: the Open Reaction Database (ORD), a public repository of structured organic reaction records. Task: describe an organic reaction: reactants, conditions, products, and yield Reactants: CCOC(=O)CCCBr, O=C([O-])[O-], COC(=O)C=Cc1c(O)cccc1C#CCCCCOC1CCCCO1, CS(C)=O, [K+], [K+]. The product is CCOC(=O)CCCOc1cccc(C#CCCCCOC2CCCCO2)c1C=CC(=O)OC. As a reaction SMILES: [Br:27][CH2:28][CH2:29][CH2:30][C:31](=[O:32])[O:33][CH2:34][CH3:35].[C:36](=[O:37])([O-:38])[O-:39].[CH3:1][O:2][C:3]([CH:4]=[CH:5][c:6]1[c:7]([OH:25])[cH:8][cH:9][cH:10][c:11]1[C:12]#[C:13][CH2:14][CH2:15][CH2:16][CH2:17][O:18][CH:19]1[O:20][CH2:21][CH2:22][CH2:23][CH2:24]1)=[O:26].[CH3:42][S:43](=[O:44])[CH3:45].[K+:40].[K+:41]>>[CH3:1][O:2][C:3]([CH:4]=[CH:5][c:6]1[c:7]([O:25][CH2:28][CH2:29][CH2:30][C:31](=[O:32])[O:33][CH2:34][CH3:35])[cH:8][cH:9][cH:10][c:11]1[C:12]#[C:13][CH2:14][CH2:15][CH2:16][CH2:17][O:18][CH:19]1[O:20][CH2:21][CH2:22][CH2:23][CH2:24]1)=[O:26].